Dataset: the Open Reaction Database (ORD), a public repository of structured organic reaction records. Task: describe an organic reaction: reactants, conditions, products, and yield Starting materials: BrC1=C2C=CN=C(C2=CC=C1O)Cl (5-Bromo-1-chloro-6-hydroxyisoquinoline), Cl (hydrochloric acid), CO (methanol). Run at temperature 150 celsius. Product: BrC1=C2C=CNC(C2=CC=C1O)=O (5-bromo-6-hydroxy-2H-isoquinolin-1-one). Reaction SMILES: [Br:1][C:2]1[C:11]([OH:12])=[CH:10][CH:9]=[C:8]2[C:3]=1[CH:4]=[CH:5][N:6]=[C:7]2Cl.Cl.C[OH:16]>>[Br:1][C:2]1[C:11]([OH:12])=[CH:10][CH:9]=[C:8]2[C:3]=1[CH:4]=[CH:5][NH:6][C:7]2=[O:16]. Procedure details: 5-Bromo-1-chloro-6-hydroxyisoquinoline (108 mg, 0.42 mmol) was mixed with hydrochloric acid (5M, 2 ml) and heated under microwave conditions at 150° C. for 40 minutes. The cooled residue was mixed with methanol and azeotroped to dryness under reduced pressure to give 5-bromo-6-hydroxy-2H-isoquinolin-1-one El-MS: m/z=240 and 242[M+H]+.